This data is from the Open Reaction Database (ORD), a public repository of structured organic reaction records. The task is: describe an organic reaction: reactants, conditions, products, and yield Reactants: CN(CCN(C=1SC2=C(N1)C=CC(=C2)NC(C2=CC=C(C=C2)I)=O)C)C (N-{2-[(2-dimethylamino-ethyl)-methyl-amino]-benzothiazol-6-yl}-4-iodo-benzamide), COC1=C(C=CC=C1)B(O)O (2-methoxyphenyl boronic acid). The product is CN(CCN(C=1SC2=C(N1)C=CC(=C2)NC(=O)C2=CC=C(C=C2)C2=C(C=CC=C2)OC)C)C (2′-Methoxy-biphenyl-4-carboxylic Acid {2-[(2-dimethylamino-ethyl)-methyl-amino]-benzothiazol-6-yl}-amide). RXN SMILES: [CH3:1][N:2]([CH3:26])[CH2:3][CH2:4][N:5]([CH3:25])[C:6]1[S:7][C:8]2[CH:14]=[C:13]([NH:15][C:16](=[O:24])[C:17]3[CH:22]=[CH:21][C:20](I)=[CH:19][CH:18]=3)[CH:12]=[CH:11][C:9]=2[N:10]=1.[CH3:27][O:28][C:29]1[CH:34]=[CH:33][CH:32]=[CH:31][C:30]=1B(O)O>>[CH3:1][N:2]([CH3:26])[CH2:3][CH2:4][N:5]([CH3:25])[C:6]1[S:7][C:8]2[CH:14]=[C:13]([NH:15][C:16]([C:17]3[CH:22]=[CH:21][C:20]([C:30]4[CH:31]=[CH:32][CH:33]=[CH:34][C:29]=4[O:28][CH3:27])=[CH:19][CH:18]=3)=[O:24])[CH:12]=[CH:11][C:9]=2[N:10]=1. Procedure details: The title compound is prepared by following a procedure analogous to Example 113, Step 1, using N-{2-[(2-dimethylamino-ethyl)-methyl-amino]-benzothiazol-6-yl}-4-iodo-benzamide (0.15 g, 0.31 mmol) and 2-methoxyphenyl boronic acid (0.060 g, 0.38 mmol) to afford 0.050 g (35%). LC/MS, Retention time=4.49 min; (m/z): calcd for C26H28N4O2S (M+H)+: 461.6; found: 461.0. Reactants: NC[C@@H]1[C@H]2C[C@H]2CN1C(=O)C=1N=C(SC1C=1C=C(C=CC1)C)C (((1S,2S,5R)-2-Aminomethyl-3-aza-bicyclo[3.1.0]hex-3-yl)-(2-methyl-5-m-tolyl-thiazol-4-yl)-methanone), ClC1=C(C(=O)O)C=CC=C1F (2-Chloro-3-fluoro-benzoic acid). Yields the product ClC1=C(C(=O)NC[C@@H]2[C@H]3C[C@H]3CN2C(=O)C=2N=C(SC2C=2C=C(C=CC2)C)C)C=CC=C1F (2-Chloro-3-fluoro-N-[(1S,2S,5R)-3-(2-methyl-5-m-tolyl-thiazole-4-carbonyl)-3-aza-bicyclo[3.1.0]hex-2-ylmethyl]-benzamide). RXN SMILES: [NH2:1][CH2:2][C@H:3]1[N:8]([C:9]([C:11]2[N:12]=[C:13]([CH3:23])[S:14][C:15]=2[C:16]2[CH:17]=[C:18]([CH3:22])[CH:19]=[CH:20][CH:21]=2)=[O:10])[CH2:7][C@H:6]2[C@@H:4]1[CH2:5]2.[Cl:24][C:25]1[C:33]([F:34])=[CH:32][CH:31]=[CH:30][C:26]=1[C:27](O)=[O:28]>>[Cl:24][C:25]1[C:33]([F:34])=[CH:32][CH:31]=[CH:30][C:26]=1[C:27]([NH:1][CH2:2][C@H:3]1[N:8]([C:9]([C:11]2[N:12]=[C:13]([CH3:23])[S:14][C:15]=2[C:16]2[CH:17]=[C:18]([CH3:22])[CH:19]=[CH:20][CH:21]=2)=[O:10])[CH2:7][C@H:6]2[C@@H:4]1[CH2:5]2)=[O:28]. Procedure details: prepared by reaction of ((1S,2S,5R)-2-Aminomethyl-3-aza-bicyclo[3.1.0]hex-3-yl)-(2-methyl-5-m-tolyl-thiazol-4-yl)-methanone with 2-Chloro-3-fluoro-benzoic acid.